Dataset: the Open Reaction Database (ORD), a public repository of structured organic reaction records. Task: describe an organic reaction: reactants, conditions, products, and yield The reactants are CCC(C)CCCCC(=O)N[C@@H](CCN)C(=O)N[C@@H](CN[C@@H](CCN)C(=O)N[C@H]1CCNC(=O)[C@@H](NC(=O)[C@@H](NC(=O)[C@@H](NC(=O)[C@@H](NC(=O)[C@H](NC(=O)[C@@H](NC1=O)CCN)CC(C)C)CC(C)C)CCN)CCN)[C@@H](C)O)[C@@H](C)O.C[C@H]([C@H]1C(=O)NCC[C@@H](C(=O)N[C@H](C(=O)N[C@@H](C(=O)N[C@H](C(=O)N[C@H](C(=O)N[C@H](C(=O)N1)CCN)CCN)CC(C)C)CC(C)C)CCN)NC(=O)[C@H](CCN)NC[C@@H]([C@@H](C)O)NC(=O)[C@H](CCN)NC(=O)CCCCC(C)C)O.C(C)(=O)[O-] (colistin acetate), CCC(C)CCCCC(=O)N[C@@H](CCN)C(=O)N[C@@H](CN[C@@H](CCN)C(=O)N[C@H]1CCNC(=O)[C@@H](NC(=O)[C@@H](NC(=O)[C@@H](NC(=O)[C@@H](NC(=O)[C@H](NC(=O)[C@@H](NC1=O)CCN)CC(C)C)CC(C)C)CCN)CCN)[C@@H](C)O)[C@@H](C)O.C[C@H]([C@H]1C(=O)NCC[C@@H](C(=O)N[C@H](C(=O)N[C@@H](C(=O)N[C@H](C(=O)N[C@H](C(=O)N[C@H](C(=O)N1)CCN)CCN)CC(C)C)CC(C)C)CCN)NC(=O)[C@H](CCN)NC[C@@H]([C@@H](C)O)NC(=O)[C@H](CCN)NC(=O)CCCCC(C)C)O.C(C)(=O)[O-] (colistin acetate), (NH4)2SO4, N (ammonia). Yields the product CC[C@@H](C)CCCCC(=O)N[C@@H](CCN)C(=O)N[C@@H]([C@@H](C)O)C(=O)N[C@@H](CCN)C(=O)N[C@H]1CCNC(=O)[C@@H](NC(=O)[C@@H](NC(=O)[C@@H](NC(=O)[C@@H](NC(=O)[C@H](NC(=O)[C@@H](NC1=O)CCN)CC(C)C)CC(C)C)CCN)CCN)[C@@H](C)O (polymyxin E1). Reaction SMILES: [CH3:1][CH2:2][CH:3]([CH2:5][CH2:6][CH2:7][CH2:8][C:9]([NH:11][C@H:12]([C:16]([NH:18][C@H:19]([C@H:79]([OH:81])[CH3:80])[CH2:20][NH:21][C@H:22]([C:26]([NH:28][C@@H:29]1[C:57](=[O:58])[NH:56][C@@H:55]([CH2:59][CH2:60][NH2:61])[C:53](=[O:54])[NH:52][C@H:51]([CH2:62][CH:63]([CH3:65])[CH3:64])[C:49](=[O:50])[NH:48][C@@H:47]([CH2:66][CH:67]([CH3:69])[CH3:68])[C:45](=[O:46])[NH:44][C@@H:43]([CH2:70][CH2:71][NH2:72])[C:41](=[O:42])[NH:40][C@@H:39]([CH2:73][CH2:74][NH2:75])[C:37](=[O:38])[NH:36][C@@H:35]([C@H:76]([OH:78])[CH3:77])[C:33](=[O:34])[NH:32][CH2:31][CH2:30]1)=[O:27])[CH2:23][CH2:24][NH2:25])=[O:17])[CH2:13][CH2:14][NH2:15])=[O:10])[CH3:4].C[C@@H](O)[C@@H]1NC(=O)[C@H](CCN)NC(=O)[C@H](CCN)NC(=O)[C@H](CC(C)C)NC(=O)[C@@H](CC(C)C)NC(=O)[C@H](CCN)NC(=O)[C@@H](NC([C@@H](NC[C@H](NC([C@@H](NC(CCCCC(C)C)=O)CCN)=O)[C@H](O)C)CCN)=O)CCNC1=[O:86].C([O-])(=O)C.N>>[CH3:1][CH2:2][C@H:3]([CH2:5][CH2:6][CH2:7][CH2:8][C:9]([NH:11][C@H:12]([C:16]([NH:18][C@H:19]([C:20]([NH:21][C@H:22]([C:26]([NH:28][C@@H:29]1[C:57](=[O:58])[NH:56][C@@H:55]([CH2:59][CH2:60][NH2:61])[C:53](=[O:54])[NH:52][C@H:51]([CH2:62][CH:63]([CH3:65])[CH3:64])[C:49](=[O:50])[NH:48][C@@H:47]([CH2:66][CH:67]([CH3:69])[CH3:68])[C:45](=[O:46])[NH:44][C@@H:43]([CH2:70][CH2:71][NH2:72])[C:41](=[O:42])[NH:40][C@@H:39]([CH2:73][CH2:74][NH2:75])[C:37](=[O:38])[NH:36][C@@H:35]([C@H:76]([OH:78])[CH3:77])[C:33](=[O:34])[NH:32][CH2:31][CH2:30]1)=[O:27])[CH2:23][CH2:24][NH2:25])=[O:86])[C@H:79]([OH:81])[CH3:80])=[O:17])[CH2:13][CH2:14][NH2:15])=[O:10])[CH3:4] |f:0.1.2|. Reported procedure: The salt content in the colistin acetate solution from reverse osmosis is adjusted to approx. 200 mM by adding (NH4)2SO4 and pH is adjusted to approx. 7 with diluted ammonia. The concentration of the colistin acetate solution is 15-20 g/l. The solution is passed through the HIC column, flow 950-1050 ml/min. Elution proceeds with 10 times bed volume. Collection of effluent fractions is made automatically by PLC. Samples are drawn from each fraction and analyzed. Fractions complying with pre-set s... The reactants are CC(C)N, ClC(Cl)Cl, Nc1nc(Cl)cc(Cl)n1. The product is CC(C)Nc1cc(Cl)nc(N)n1. As a reaction SMILES: [CH3:10][CH:11]([CH3:12])[NH2:13].[CH:14]([Cl:15])([Cl:16])[Cl:17].[NH2:1][c:2]1[n:3][c:4]([Cl:9])[cH:5][c:6]([Cl:8])[n:7]1>>[NH2:1][c:2]1[n:3][c:4]([NH:13][CH:11]([CH3:10])[CH3:12])[cH:5][c:6]([Cl:8])[n:7]1. Starting materials: ClC1=CC(=C(/C=C/C(=O)OC)C=C1)NS(=O)(=O)C1=CC=CC=C1 (methyl trans-4-chloro-2-(phenylsulfonylamino)cinnamate), Br.BrCC(=O)C1=NC(=CC=C1)C (2-bromoacetyl-6-methylpyridine hydrobromide). The product is COC(CC1=C(NC2=CC(=CC=C12)Cl)C(=O)C1=NC(=CC=C1)C)=O (Methyl[6-chloro-2-(6-methylpyridine-2-carbonyl)-1H-indol-3-yl]acetate). Reaction SMILES: [Cl:1][C:2]1[CH:13]=[CH:12][C:5](/[CH:6]=[CH:7]/[C:8]([O:10][CH3:11])=[O:9])=[C:4]([NH:14]S(C2C=CC=CC=2)(=O)=O)[CH:3]=1.Br.Br[CH2:26][C:27]([C:29]1[CH:34]=[CH:33][CH:32]=[C:31]([CH3:35])[N:30]=1)=[O:28]>>[CH3:11][O:10][C:8](=[O:9])[CH2:7][C:6]1[C:5]2[C:4](=[CH:3][C:2]([Cl:1])=[CH:13][CH:12]=2)[NH:14][C:26]=1[C:27]([C:29]1[CH:34]=[CH:33][CH:32]=[C:31]([CH3:35])[N:30]=1)=[O:28] |f:1.2|. Reported procedure: The title compound was prepared according to the procedure described in Example 57 from methyl trans-4-chloro-2-(phenylsulfonylamino)cinnamate (step 1 of Example 8, Method A) and 2-bromoacetyl-6-methylpyridine hydrobromide (H. Erlenmeyer, J. Jenni, and B. Prijs, J. Med. Pharm. Chem., 1961, 3, 561-566). The reactants are COc1ccc(C(c2ccc(OC)cc2)N2S(=O)OCC2(C)C(=O)OC(C)(C)C)cc1, CC#N, O. Yields the product COc1ccc(C(c2ccc(OC)cc2)N2C(C)(C(=O)OC(C)(C)C)COS2(=O)=O)cc1. As a reaction SMILES: [C:1]([CH3:2])([CH3:3])([CH3:4])[O:5][C:6](=[O:7])[C:8]1([CH3:31])[N:9]([CH:14]([c:15]2[cH:16][cH:17][c:18]([O:21][CH3:22])[cH:19][cH:20]2)[c:23]2[cH:24][cH:25][c:26]([O:29][CH3:30])[cH:27][cH:28]2)[S:10](=[O:13])[O:11][CH2:12]1.[CH3:33][C:34]#[N:35].[OH2:32]>>[C:1]([CH3:2])([CH3:3])([CH3:4])[O:5][C:6](=[O:7])[C:8]1([CH3:31])[N:9]([CH:14]([c:15]2[cH:16][cH:17][c:18]([O:21][CH3:22])[cH:19][cH:20]2)[c:23]2[cH:24][cH:25][c:26]([O:29][CH3:30])[cH:27][cH:28]2)[S:10](=[O:13])(=[O:32])[O:11][CH2:12]1. Starting materials: resultant mixture, NC1=C(C#N)C=CC(=C1)CC (2-amino-4-ethylbenzonitrile), [O-]C#N.[K+] (potassium cyanate), C(C)(=O)O (acetic acid). Run in O (water), O (water). Yields the product C(#N)C1=C(C=CC(=C1)CC)NC(=O)N ((2-cyano-4-ethylphenyl)urea). As a reaction SMILES: [NH2:1][C:2]1[CH:9]=[C:8](CC)[CH:7]=[CH:6][C:3]=1[C:4]#[N:5].[O-:12][C:13]#[N:14].[K+].[C:16](O)(=O)[CH3:17]>O>[C:4]([C:3]1[CH:6]=[C:7]([CH2:16][CH3:17])[CH:8]=[CH:9][C:2]=1[NH:1][C:13]([NH2:14])=[O:12])#[N:5] |f:1.2|. Procedure: To a solution of 2-amino-4-ethylbenzonitrile (39.9 g) in acetic acid (200 ml) was added potassium cyanate (24.4 g) under ice-cooling in the course of 15 minutes and stirred overnight in water bath. To the resultant mixture was added water to give precipitates, which were separated by filtration, washed with water and dried at ambient temperature. The resultant crude crystals were recrystallized from ethanol to give crystalline (2-cyano-4-ethylphenyl)urea (29.0 g).